Task: describe an organic reaction: reactants, conditions, products, and yield. Dataset: the Open Reaction Database (ORD), a public repository of structured organic reaction records RXN SMILES: [CH2:22]1[O:23][CH2:24][CH2:25][CH2:26]1.[CH3:27][OH:28].[CH3:3][O:4][C:5]([c:6]1[c:7]([O:16][CH:17]([CH3:18])[CH3:19])[cH:8][c:9]([O:12][C:13](=[O:14])[CH3:15])[cH:10][cH:11]1)=[O:20].[ClH:21].[Na+:2].[OH-:1].[OH2:29]>>[CH3:3][O:4][C:5]([c:6]1[c:7]([O:16][CH:17]([CH3:18])[CH3:19])[cH:8][c:9]([OH:12])[cH:10][cH:11]1)=[O:20]. The product is COC(=O)c1ccc(O)cc1OC(C)C. Reactants: C1CCOC1, CO, COC(=O)c1ccc(OC(C)=O)cc1OC(C)C, Cl, [Na+], [OH-], O. Starting materials: CC(=O)SCCC(=O)Cl, CC(=O)CCC(O)=S, Cc1ccccc1, Cl, Cl, O=C(O)C1CCc2ccccc2N1, O=S(Cl)Cl, c1ccncc1. The product is CC(=O)SCCC(=O)N1c2ccccc2CCC1C(=O)O. Reaction SMILES: [C:13]([CH3:14])(=[O:15])[S:16][CH2:17][CH2:18][C:19](=[O:20])[Cl:21].[C:1]([CH2:2][CH2:3][C:4]([OH:5])=[S:6])(=[O:7])[CH3:8].[CH3:37][c:38]1[cH:39][cH:40][cH:41][cH:42][cH:43]1.[ClH:22].[ClH:36].[NH:23]1[CH:24]([C:33](=[O:34])[OH:35])[CH2:25][CH2:26][c:27]2[cH:28][cH:29][cH:30][cH:31][c:32]21.[S:9]([Cl:10])([Cl:11])=[O:12].[cH:44]1[cH:45][cH:46][n:47][cH:48][cH:49]1>>[C:13]([CH3:14])(=[O:15])[S:16][CH2:17][CH2:18][C:19](=[O:20])[N:23]1[CH:24]([C:33](=[O:34])[OH:35])[CH2:25][CH2:26][c:27]2[cH:28][cH:29][cH:30][cH:31][c:32]21. Starting materials: COCC(=O)OC1C(C2=CC=C(C=C2CC1)F)C(C)C (6-fluoro-1-isopropyl-1,2,3,4-tetrahydronaphthalen-2-yl methoxyacetate), FC=1C=C2CCC(C(C2=CC1)C(C)C)=O (6-fluoro-1-isopropyl-3,4-dihydro-1H-naphthalen-2-one), N1C(=NC2=C1C=CC=C2)CCCN(C(C)=O)C (N-[3-(1H-benzimidazol-2-yl)propyl]-N-methylacetamide). Yields the product N1C(=NC2=C1C=CC=C2)CCCN(C(CC2(C(C1=CC=C(C=C1CC2)F)C(C)C)O)=O)C (N-[3-(1H-benzimidazol-2-yl)propyl]-2-(6-fluoro-2-hydroxy-1-isopropyl-1,2,3,4-tetrahydronaphthalen-2-yl)-N-methylacetamide). RXN SMILES: COCC([O:6][CH:7]1[CH2:16][CH2:15][C:14]2[C:9](=[CH:10][CH:11]=[C:12]([F:17])[CH:13]=2)[CH:8]1[CH:18]([CH3:20])[CH3:19])=O.FC1C=C2C(=CC=1)C(C(C)C)C(=O)CC2.[NH:36]1[C:40]2[CH:41]=[CH:42][CH:43]=[CH:44][C:39]=2[N:38]=[C:37]1[CH2:45][CH2:46][CH2:47][N:48]([CH3:52])[C:49](=[O:51])[CH3:50]>>[NH:36]1[C:40]2[CH:41]=[CH:42][CH:43]=[CH:44][C:39]=2[N:38]=[C:37]1[CH2:45][CH2:46][CH2:47][N:48]([CH3:52])[C:49](=[O:51])[CH2:50][C:7]1([OH:6])[CH2:16][CH2:15][C:14]2[C:9](=[CH:10][CH:11]=[C:12]([F:17])[CH:13]=2)[CH:8]1[CH:18]([CH3:19])[CH3:20]. Procedure: A method of preparing 2-[2-{[3-(1H-benzimidazol-2-yl)propyl]methylamino)}ethyl]-6-fluoro-1-isopropyl-1,2,3,4-tetrahydronaphthalen-2-yl methoxyacetate comprises contacting 6-fluoro-1-isopropyl-3,4-dihydro-1H-naphthalen-2-one with the dianion of N-[3-(1H-benzimidazol-2-yl)propyl]-N-methylacetamide to form N-[3-(1H-benzimidazol-2-yl)propyl]-2-(6-fluoro-2-hydroxy-1-isopropyl-1,2,3,4-tetrahydronaphthalen-2-yl)-N-methylacetamide, reducing this to 2-[2-{[3-(1H-benzimidazol-2-yl)propyl]methylamino}ethyl... Starting materials: [N+](=O)([O-])C=1C=C(COCC(=O)OC)C=C(C1)[N+](=O)[O-] (Methyl 3,5-dinitrobenzoxyacetate), SnCl2 dihydrate, C(=O)(O)[O-].[Na+] (NaHCO3). The solvent is CO (methanol). Yields the product NC=1C=C(COCC(=O)OC)C=C(C1)N (Methyl 3,5-diaminobenzoxyacetate). Isolated yield 64.3%. RXN SMILES: [N+:1]([C:4]1[CH:5]=[C:6]([CH:14]=[C:15]([N+:17]([O-])=O)[CH:16]=1)[CH2:7][O:8][CH2:9][C:10]([O:12][CH3:13])=[O:11])([O-])=O.C([O-])(O)=O.[Na+]>CO>[NH2:1][C:4]1[CH:5]=[C:6]([CH:14]=[C:15]([NH2:17])[CH:16]=1)[CH2:7][O:8][CH2:9][C:10]([O:12][CH3:13])=[O:11] |f:1.2|. Procedure details: A mixture of 2.1 (5.0 g, 18.5 mmol), SnCl2 dihydrate (48.0 g, 212.7 mmol) in 60 mL of methanol was refluxed for 40 minutes. The resulting dark solution was cooled (ice bath) and cautiously neutralized by adding saturated NaHCO3. The solid precipitate was filtered off and washed with methanol and CH2Cl2 until no product was found (by TLC) in the washings. The filtrate and washings were combined and evaporated in vacuo to give crude diamine 2.2. Chromatography on a silica gel column (4.5×20 cm) el... Starting materials: CCOC(=O)N1CC2CCN(C)C2C1C, Cl. Product: CC1NCC2CCN(C)C21. Reaction SMILES: [CH3:1][N:2]1[CH:3]2[CH:4]([CH3:15])[N:5]([C:10]([O:11][CH2:12][CH3:13])=[O:14])[CH2:6][CH:7]2[CH2:8][CH2:9]1.[ClH:16]>>[CH3:1][N:2]1[CH:3]2[CH:4]([CH3:15])[NH:5][CH2:6][CH:7]2[CH2:8][CH2:9]1. The reactants are O1C(C1)COC=1C=C(C=CC1)CO ((3-(oxiran-2-ylmethoxy)phenyl)methanol), CC1=CSC=2N=CN=C(C21)N2CCC(CC2)N (1-(5-methylthieno[2,3-d]pyrimidin-4-yl)piperidin-4-amine). Run in CC(C)O.CS(=O)C (iPrOH DMSO). The product is OCC=1C=C(OCC(CNC2CCN(CC2)C=2C3=C(N=CN2)SC=C3C)O)C=CC1 (1-(3-(hydroxymethyl)phenoxy)-3-(1-(5-methylthieno[2,3-d]pyrimidin-4-yl)piperidin-4-ylamino)propan-2-ol). The yield is 26.0%. Reaction SMILES: [O:1]1[CH2:3][CH:2]1[CH2:4][O:5][C:6]1[CH:7]=[C:8]([CH2:12][OH:13])[CH:9]=[CH:10][CH:11]=1.[CH3:14][C:15]1[C:23]2[C:22]([N:24]3[CH2:29][CH2:28][CH:27]([NH2:30])[CH2:26][CH2:25]3)=[N:21][CH:20]=[N:19][C:18]=2[S:17][CH:16]=1>CC(O)C.CS(C)=O>[OH:13][CH2:12][C:8]1[CH:7]=[C:6]([CH:11]=[CH:10][CH:9]=1)[O:5][CH2:4][CH:2]([OH:1])[CH2:3][NH:30][CH:27]1[CH2:26][CH2:25][N:24]([C:22]2[C:23]3[C:15]([CH3:14])=[CH:16][S:17][C:18]=3[N:19]=[CH:20][N:21]=2)[CH2:29][CH2:28]1 |f:2.3|. Reported procedure: Synthesis followed SP6 (iPrOH:DMSO 1:1, 30 h at 80° C. and 20 h at 100° C.), using 220 μmol (3-(oxiran-2-ylmethoxy)phenyl)methanol and 1-(5-methylthieno[2,3-d]pyrimidin-4-yl)piperidin-4-amine to give the title compound with 26% yield upon purification by prep. HPLC (reversed phase) and subsequent by prep. TLC (1 mm silica gel, PE/CH2Cl2/MeOH 4:6:1). Starting materials: C(C1=CC=CC=C1)C1NCCC2=CC(=C(C=C12)OC)OC (1-benzyl-6,7-dimethoxy-1,2,3,4-tetrahydroisoquinoline), BrCC(=O)Br (2-bromoacetyl bromide), FC1=CC=C(CN)C=C1 (4-fluorobenzylamine). The product is C(C1=CC=CC=C1)C1N(CCC2=CC(=C(C=C12)OC)OC)CC(=O)NCC1=CC=C(C=C1)F (2-(1-Benzyl-6,7-dimethoxy-3,4-dihydro-1H-isoquinolin-2-yl)-N-(4-fluoro-benzyl)-acetamide). Reaction SMILES: [CH2:1]([CH:8]1[C:17]2[C:12](=[CH:13][C:14]([O:20][CH3:21])=[C:15]([O:18][CH3:19])[CH:16]=2)[CH2:11][CH2:10][NH:9]1)[C:2]1[CH:7]=[CH:6][CH:5]=[CH:4][CH:3]=1.Br[CH2:23][C:24](Br)=[O:25].[F:27][C:28]1[CH:35]=[CH:34][C:31]([CH2:32][NH2:33])=[CH:30][CH:29]=1>>[CH2:1]([CH:8]1[C:17]2[C:12](=[CH:13][C:14]([O:20][CH3:21])=[C:15]([O:18][CH3:19])[CH:16]=2)[CH2:11][CH2:10][N:9]1[CH2:23][C:24]([NH:33][CH2:32][C:31]1[CH:34]=[CH:35][C:28]([F:27])=[CH:29][CH:30]=1)=[O:25])[C:2]1[CH:3]=[CH:4][CH:5]=[CH:6][CH:7]=1. Reported procedure: prepared by reaction of 1-benzyl-6,7-dimethoxy-1,2,3,4-tetrahydroisoquinoline and 2-bromoacetyl bromide with 4-fluorobenzylamine